From a dataset of the Open Reaction Database (ORD), a public repository of structured organic reaction records. describe an organic reaction: reactants, conditions, products, and yield Starting materials: ClCCl, CC(C)(C)OC(=O)N1CCC(O)(c2ccc(F)c(F)c2)C1, O=C(O)C(F)(F)F. Product: OC1(c2ccc(F)c(F)c2)CCNC1. Reaction SMILES: [Cl:29][CH2:30][Cl:31].[F:1][c:2]1[cH:3][c:4]([C:9]2([OH:21])[CH2:10][N:11]([C:14]([O:15][C:16]([CH3:17])([CH3:18])[CH3:19])=[O:20])[CH2:12][CH2:13]2)[cH:5][cH:6][c:7]1[F:8].[OH:22][C:23]([C:24]([F:25])([F:26])[F:27])=[O:28]>>[F:1][c:2]1[cH:3][c:4]([C:9]2([OH:21])[CH2:10][NH:11][CH2:12][CH2:13]2)[cH:5][cH:6][c:7]1[F:8]. Starting materials: O.C1(CCC1)C=1N=C(SC1)C=CC=1C=C(C=CC1)NC(CC1=C(C(=O)O)C=CC=C1)=O (2-[2-[3-[2-(4-cyclobutyl-2-thiazolyl)ethenyl]phenylamino]-2-oxoethyl]-benzoic acid monohydrate), Cl.C(C)N=C=NCCCN(C)C (N-ethyl-N'-(3-dimethylaminopropyl)-carbodiimide hydrochloride), C(C=C)N (allylamine). Run in C(Cl)Cl (CH2Cl2). Reaction conditions: time 18 hour. Yields the product C1(=CC=CC=C1)CC(=O)N (benzeneacetamide). As a reaction SMILES: O.C1(C2N=C(C=CC3C=C([NH:19][C:20](=[O:31])[CH2:21][C:22]4[CH:30]=[CH:29][CH:28]=[CH:27][C:23]=4C(O)=O)C=CC=3)SC=2)CCC1.Cl.C(N=C=NCCCN(C)C)C.C(N)C=C>C(Cl)Cl>[C:22]1([CH2:21][C:20]([NH2:19])=[O:31])[CH:30]=[CH:29][CH:28]=[CH:27][CH:23]=1 |f:0.1,2.3|. Procedure: A mixture of 0.1 g (0.13 mmol) of (E)-5-t2-[4-(2-chlorophenyl)-9-methyl-6H-thieno-[3,2-f][1,2,4]triazolo[4,3-a][1,4]diazepin-2-yl]ethyl]-2-[2-[3-[2-(4-cyclobutyl-2-thiazolyl)ethenyl]phenylamino]-2-oxoethyl]-benzoic acid monohydrate, 0.03 g (0.16 mmol) of N-ethyl-N'-(3-dimethylaminopropyl)-carbodiimide hydrochloride, 0.02 mL (4 mmol) of allylamine and 15 mL of dry CH2Cl2 was stirred at room temperature under nitrogen for 18 hours and concentrated to dryness. The residue was purified by thick laye...